Dataset: the Open Reaction Database (ORD), a public repository of structured organic reaction records. Task: describe an organic reaction: reactants, conditions, products, and yield The reactants are [H-].[H-].[H-].[H-].[Li+].[Al+3] (LAH), CC=1C=2C3(CC(NC3=CC1)C=O)CC(NC2)C(C(C2=CC=NC=C2)=O)(C)C (8-methyl-5-(2-methyl-1-oxo-1-(pyridin-4-yl)propan-2-yl)-3,4-dihydro-1H-pyrido[4,3-d]indole-2(5H)-carbaldehyde), C1CCOC1 (THF). Reaction conditions: time 10 minute. Product: CO\C(=C(\C)/N1C2=C(C=3C=C(C=CC13)C)CN(CC2)C)\C2=CC=NC=C2 ((Z)-5-(1-methoxy-1-(pyridin-4-yl)prop-1-en-2-yl)-2,8-dimethyl-2,3,4,5-tetrahydro-1H-pyrido[4,3-b]indole). Reaction SMILES: [H-].[H-].[H-].[H-].[Li+].[Al+3].[CH3:7][C:8]1[C:9]2[C:10]3([CH2:19][CH:20](C(C)(C)C(=O)C4C=CN=CC=4)[NH:21][CH:22]=2)[C:14](=[CH:15][CH:16]=1)[NH:13][CH:12]([CH:17]=O)C3.[CH2:34]1[CH2:38][O:37][CH2:36][CH2:35]1>>[CH3:36][O:37]/[C:38](/[C:34]1[CH:35]=[CH:14][N:13]=[CH:12][CH:17]=1)=[C:12](\[N:13]1[C:14]2[CH:15]=[CH:16][C:8]([CH3:7])=[CH:9][C:10]=2[C:19]2[CH2:20][N:21]([CH3:22])[CH2:16][CH2:8][C:7]1=2)/[CH3:17] |f:0.1.2.3.4.5|. Procedure: LAH (87 mg, 52.63 mmol) was taken in dry THF (10 mL) under inert atmosphere stirred for 10 min, 8-methyl-5-(2-methyl-1-oxo-1-(pyridin-4-yl)propan-2-yl)-3,4-dihydro-1H-pyrido[4,3-d]indole-2(5H)-carbaldehyde (0.33 g, 0.914 mmol) was added portionwise and stirred at RT for 1 h. The reaction was monitored by TLC. LAH was quenched with sat. sodium sulfate (aqueous) at 0° C., filtered the reaction mass. The filtrate was extracted with EtOAc, dried over anhydrous sodium sulfate and evaporated to drynes... Reactants: C(C)(=O)OCC (ethyl acetate), [N+](=O)([O-])C=1C=C(C(=O)O)C=CC1C (3-nitro-4-methylbenzoic acid), C(C)(C)(C)O (tert-butanol), Cl.CN(CCCN=C=NCC)C (1-(3-Dimethylaminopropyl)-3-ethylcarbodiimide hydrochloride). The reagents and catalysts are CN(C1=CC=NC=C1)C (4-dimethylaminopyridine). Solvent: ClCCl (dichloromethane). Conditions: time 1 hour. Yields the product C(C)(C)(C)OC(C1=CC(=C(C=C1)C)[N+](=O)[O-])=O (3-Nitro-4-methylbenzoic acid tert-butyl ester). Isolated yield 99.2%. As a reaction SMILES: [N+:1]([C:4]1[CH:5]=[C:6]([CH:10]=[CH:11][C:12]=1[CH3:13])[C:7]([OH:9])=[O:8])([O-:3])=[O:2].[C:14](O)([CH3:17])([CH3:16])[CH3:15].Cl.CN(C)CCCN=C=NCC.C(OCC)(=O)C>ClCCl.CN(C)C1C=CN=CC=1>[C:14]([O:8][C:7](=[O:9])[C:6]1[CH:10]=[CH:11][C:12]([CH3:13])=[C:4]([N+:1]([O-:3])=[O:2])[CH:5]=1)([CH3:17])([CH3:16])[CH3:15] |f:2.3|. Procedure details: To a solution of 3-nitro-4-methylbenzoic acid (17.3 g 96 mmol) in dichloromethane (250 ml) and tert-butanol (35.8 g 470 mmol) at 0° C. under nitrogen was added 4-dimethylaminopyridine (6 g 50 mmol) and 1-(3-Dimethylaminopropyl)-3-ethylcarbodiimide hydrochloride (25.8 g 140 mmol) and the solution allowed to come to room temperature over 1 hour. then stirred overnight. The solution was poured into 1:1 ethyl acetate:water (800 ml) and the organic layer washed with aqueous bicarbonate and saturated ... The product is C1(CC1)NC=1SC=C(N1)C(=O)OCC (Ethyl 2-cyclopropylaminothiazole-4-carboxylate). Procedure: The reaction described in Preparation 26 was repeated, except that a mixture comprising 2.28 g of cyclopropylamine, 5.0 g of ethyl 2-bromothiazole-4-carboxylate and 20 ml of toluene was heated at 100°-110 ° C. for 16 hours in a sealed tube, giving the title compound as a pale yellow oil. As a reaction SMILES: [CH:1]1([NH2:4])[CH2:3][CH2:2]1.Br[C:6]1[S:7][CH:8]=[C:9]([C:11]([O:13][CH2:14][CH3:15])=[O:12])[N:10]=1>C1(C)C=CC=CC=1>[CH:1]1([NH:4][C:6]2[S:7][CH:8]=[C:9]([C:11]([O:13][CH2:14][CH3:15])=[O:12])[N:10]=2)[CH2:3][CH2:2]1. Run in C1(=CC=CC=C1)C (toluene). The reactants are C1(CC1)N (cyclopropylamine), BrC=1SC=C(N1)C(=O)OCC (ethyl 2-bromothiazole-4-carboxylate). Reactants: Brc1ccc(Br)cc1, [Li]CCCC, [Cl-], O=C(CCl)c1ccc(F)cc1, [NH4+], C1CCOC1. Yields the product Fc1ccc(C2(c3ccc(Br)cc3)CO2)cc1. RXN SMILES: [Br:1][c:2]1[cH:3][cH:4][c:5]([Br:6])[cH:7][cH:8]1.[CH2:9]([Li:10])[CH2:11][CH2:12][CH3:13].[Cl-:25].[F:14][c:15]1[cH:16][cH:17][c:18]([C:19]([CH2:20][Cl:21])=[O:22])[cH:23][cH:24]1.[NH4+:26].[O:27]1[CH2:28][CH2:29][CH2:30][CH2:31]1>>[c:2]1([C:19]2([c:18]3[cH:17][cH:16][c:15]([F:14])[cH:24][cH:23]3)[CH2:20][O:22]2)[cH:3][cH:4][c:5]([Br:6])[cH:7][cH:8]1. Reactants: ClCC(=O)N1C2=C(NC(C3=C1C=CC=C3)=O)C=CC=N2 (11-chloroacetyl-5,11-dihydro-6H-pyrido[2,3-b][1,4]-benzodiazepin-6-one), C([O-])([O-])=O.[Na+].[Na+] (sodium carbonate), CC(=CCN1CCNCC1)C (1-(3-methyl-but-2-enyl)-piperazine). The solvent is C(C)(C)O (isopropanol). Yields the product Cl.Cl.CC(=CCN1CCN(CC1)CC(=O)N1C2=C(NC(C3=C1C=CC=C3)=O)C=CC=N2)C (5,11-Dihydro-11-{[4-(3-methyl-but-2-enyl)-1-piperazinyl]acetyl}-6H-pyrido[2,3-b][1,4]benzodiazepin-6-one dihydrochloride). Reaction SMILES: [Cl:1][CH2:2][C:3]([N:5]1[C:11]2[CH:12]=[CH:13][CH:14]=[CH:15][C:10]=2[C:9](=[O:16])[NH:8][C:7]2[CH:17]=[CH:18][CH:19]=[N:20][C:6]1=2)=[O:4].C(=O)([O-])[O-].[Na+].[Na+].[CH3:27][C:28]([CH3:37])=[CH:29][CH2:30][N:31]1[CH2:36][CH2:35][NH:34][CH2:33][CH2:32]1>C(O)(C)C>[ClH:1].[ClH:1].[CH3:27][C:28]([CH3:37])=[CH:29][CH2:30][N:31]1[CH2:36][CH2:35][N:34]([CH2:2][C:3]([N:5]2[C:11]3[CH:12]=[CH:13][CH:14]=[CH:15][C:10]=3[C:9](=[O:16])[NH:8][C:7]3[CH:17]=[CH:18][CH:19]=[N:20][C:6]2=3)=[O:4])[CH2:33][CH2:32]1 |f:1.2.3,6.7.8|. Reported procedure: 8.62 gm of 11-chloroacetyl-5,11-dihydro-6H-pyrido[2,3-b][1,4]-benzodiazepin-6-one, 3.5 gm of sodium carbonate and 5.07 gm of 1-(3-methyl-but-2-enyl)-piperazine [R1 =--CH2 --CH=C(CH3)2 ] were refluxed in 100 ml of isopropanol for 2.5 hours. Then, the reaction mixture was suction-filtered while still hot, and the filtrate evaporated to a volume of 40 ml and cooled. The precipitated crystals were dissolved, while heating, in 100 ml of absolute ethanol, and the calculated quantity of concentrated hy...